From a dataset of the Open Reaction Database (ORD), a public repository of structured organic reaction records. describe an organic reaction: reactants, conditions, products, and yield Reactants: CC(C)(C)OC(=O)CBr, CCCC[N+](CCCC)(CCCC)CCCC, Cc1ccccc1, [Na+], [OH-], O, CN1CN(C2CCC(O)CC2)CN(C)C1=O, O=S(=O)([O-])O. Product: CN1CN(C2CCC(OCC(=O)OC(C)(C)C)CC2)CN(C)C1=O. As a reaction SMILES: [Br:17][CH2:18][C:19](=[O:20])[O:21][C:22]([CH3:23])([CH3:24])[CH3:25].[CH2:40]([N+:41]([CH2:42][CH2:43][CH2:44][CH3:45])([CH2:46][CH2:47][CH2:48][CH3:49])[CH2:50][CH2:51][CH2:52][CH3:53])[CH2:54][CH2:55][CH3:56].[CH3:28][c:29]1[cH:30][cH:31][cH:32][cH:33][cH:34]1.[Na+:27].[OH-:26].[OH2:57].[OH:1][CH:2]1[CH2:3][CH2:4][CH:5]([N:8]2[CH2:9][N:10]([CH3:16])[C:11](=[O:15])[N:12]([CH3:14])[CH2:13]2)[CH2:6][CH2:7]1.[S:35]([O-:36])([OH:37])(=[O:38])=[O:39]>>[O:1]([CH:2]1[CH2:3][CH2:4][CH:5]([N:8]2[CH2:9][N:10]([CH3:16])[C:11](=[O:15])[N:12]([CH3:14])[CH2:13]2)[CH2:6][CH2:7]1)[CH2:18][C:19](=[O:20])[O:21][C:22]([CH3:23])([CH3:24])[CH3:25]. The reactants are CC12CCC(C(C(=O)O)C1=O)C2(C)C, CN(C)C=O, O=C(Cl)C(=O)Cl, ClCCl. Yields the product CC12CCC(C(C(=O)Cl)C1=O)C2(C)C. As a reaction SMILES: [CH3:12][C:13]12[C:14](=[O:25])[CH:15]([C:22]([OH:23])=[O:24])[CH:16]([CH2:17][CH2:18]1)[C:19]2([CH3:20])[CH3:21].[CH3:7][N:8]([CH3:9])[CH:10]=[O:11].[Cl:1][C:2](=[O:3])[C:4]([Cl:5])=[O:6].[Cl:26][CH2:27][Cl:28]>>[Cl:1][C:2](=[O:3])[CH:4]1[C:14](=[O:25])[C:13]2([CH3:12])[CH2:18][CH2:17][CH:16]1[C:19]2([CH3:20])[CH3:21]. Reactants: C(C1=CC=CC=C1)OC(=O)[C@@H](C[C@@H](CC1=CC=C(C=C1)C1=CC=CC=C1)NC(=O)C1=CC(C=C(O1)C(=O)O)=O)C (6-((1S,3R)-3-benzyloxycarbonyl-1-biphenyl-4-ylmethyl-butylcarbamoyl)-4-oxo-4H-pyran-2-carboxylic acid), B(Cl)(Cl)Cl (BCl3), Cl (HCl). Solvent: C(Cl)Cl (methylene chloride). Reaction conditions: time 10 minute. Yields the product C1(=CC=C(C=C1)C[C@H](C[C@@H](C)C(=O)O)NC(=O)C1=CC(C=C(O1)C(=O)O)=O)C1=CC=CC=C1 (6-((1S,3R)-1-biphenyl-4-ylmethyl-3-carboxy-butylcarbamoyl)-4-oxo-4H-pyran-2-carboxylic acid). As a reaction SMILES: C([O:8][C:9]([C@H:11]([CH3:40])[CH2:12][C@H:13]([NH:27][C:28]([C:30]1[O:35][C:34]([C:36]([OH:38])=[O:37])=[CH:33][C:32](=[O:39])[CH:31]=1)=[O:29])[CH2:14][C:15]1[CH:20]=[CH:19][C:18]([C:21]2[CH:26]=[CH:25][CH:24]=[CH:23][CH:22]=2)=[CH:17][CH:16]=1)=[O:10])C1C=CC=CC=1.B(Cl)(Cl)Cl.Cl>C(Cl)Cl>[C:18]1([C:21]2[CH:22]=[CH:23][CH:24]=[CH:25][CH:26]=2)[CH:19]=[CH:20][C:15]([CH2:14][C@@H:13]([NH:27][C:28]([C:30]2[O:35][C:34]([C:36]([OH:38])=[O:37])=[CH:33][C:32](=[O:39])[CH:31]=2)=[O:29])[CH2:12][C@H:11]([C:9]([OH:10])=[O:8])[CH3:40])=[CH:16][CH:17]=1. Procedure: Next, to a solution of 6-((1S,3R)-3-benzyloxycarbonyl-1-biphenyl-4-ylmethyl-butylcarbamoyl)-4-oxo-4H-pyran-2-carboxylic acid (100 mg, 0.185 mmol) in methylene chloride (5 mL) is added BCl3 (65.1 mg, 0.556 mmol) and the mixture is stirred at room temperature for 10 minutes. The mixture is acidified to pH 2-3 with aqueous 1M HCl and is extracted with ethyl acetate. The organic phase is washed with water and brine and is dried over magnesium sulfate. The solvent is removed under reduced pressure an... The reactants are BrCc1ccccc1, Cc1ccc2[nH]c(=O)oc(=O)c2c1, [H-], [Na+], CN(C)C=O, O. Product: Cc1ccc2c(c1)c(=O)oc(=O)n2Cc1ccccc1. Reaction SMILES: [Br:16][CH2:17][c:18]1[cH:19][cH:20][cH:21][cH:22][cH:23]1.[CH3:1][c:2]1[cH:3][c:4]2[c:5]([nH:6][c:7](=[O:11])[o:8][c:9]2=[O:10])[cH:12][cH:13]1.[H-:15].[Na+:14].[O:25]=[CH:26][N:27]([CH3:28])[CH3:29].[OH2:24]>>[CH3:1][c:2]1[cH:3][c:4]2[c:5]([n:6]([CH2:17][c:18]3[cH:19][cH:20][cH:21][cH:22][cH:23]3)[c:7](=[O:11])[o:8][c:9]2=[O:10])[cH:12][cH:13]1. Reactants: CSC (DMS), ClC=1C=C(C=CC1F)C1=CC=C(C=C1)C[C@H](COC)NC(=O)C=1C=C(C=CC1OC)C1=CC=C(C=C1)C(F)(F)F (4-Methoxy-4′-trifluoromethyl-biphenyl-3-carboxylic acid [2-(3′-chloro-4′-fluoro-biphenyl-4-yl)-1-(R)-methoxymethyl-ethyl]-amide), CO (MeOH). The solvent is C(Cl)Cl (CH2Cl2). Run at temperature -78 celsius, time 2 hour. The product is ClC=1C=C(C=CC1F)C1=CC=C(C=C1)C[C@H](COC)NC(=O)C=1C=C(C=CC1O)C1=CC=C(C=C1)C(F)(F)F (4-Hydroxy-4′-trifluoromethyl-biphenyl-3-carboxylic acid [2-(3′-chloro-4′-fluoro-biphenyl-4-yl)-1-(R)-methoxymethyl-ethyl]-amide). Isolated yield 62.7%. RXN SMILES: CSC.[Cl:4][C:5]1[CH:6]=[C:7]([C:12]2[CH:17]=[CH:16][C:15]([CH2:18][C@@H:19]([NH:23][C:24]([C:26]3[CH:27]=[C:28]([C:34]4[CH:39]=[CH:38][C:37]([C:40]([F:43])([F:42])[F:41])=[CH:36][CH:35]=4)[CH:29]=[CH:30][C:31]=3[O:32]C)=[O:25])[CH2:20][O:21][CH3:22])=[CH:14][CH:13]=2)[CH:8]=[CH:9][C:10]=1[F:11].CO>C(Cl)Cl>[Cl:4][C:5]1[CH:6]=[C:7]([C:12]2[CH:17]=[CH:16][C:15]([CH2:18][C@@H:19]([NH:23][C:24]([C:26]3[CH:27]=[C:28]([C:34]4[CH:35]=[CH:36][C:37]([C:40]([F:43])([F:41])[F:42])=[CH:38][CH:39]=4)[CH:29]=[CH:30][C:31]=3[OH:32])=[O:25])[CH2:20][O:21][CH3:22])=[CH:14][CH:13]=2)[CH:8]=[CH:9][C:10]=1[F:11]. Reported procedure: DMS (13 mg, 0.04 mmol) was added to a solution of 4-Methoxy-4′-trifluoromethyl-biphenyl-3-carboxylic acid [2-(3′-chloro-4′-fluoro-biphenyl-4-yl)-1-(R)-methoxymethyl-ethyl]-amide (24 mg, 0.04 mmol) in 3 mL of anhydrous CH2Cl2, at −78° C. and slowly allowed to come to room temperature and stirred for 2 h. After completion of the reaction, reaction was cooled to −78° C. and 0.5 mL of MeOH was added, solvent was removed under vacuum and the residue was taken in ethyl acetate (4 mL) and washed with a... The reactants are CO, CSc1ccc(-c2nn(C(c3ccccc3)(c3ccccc3)c3ccccc3)cc2-c2ccc3ncc(I)n3c2)cc1, C1CCOC1, O. Yields the product CS(=O)(=O)c1ccc(-c2nn(C(c3ccccc3)(c3ccccc3)c3ccccc3)cc2-c2ccc3ncc(I)n3c2)cc1. As a reaction SMILES: [CH3:49][OH:50].[I:1][c:2]1[cH:3][n:4][c:5]2[n:6]1[cH:7][c:8](-[c:11]1[c:12](-[c:35]3[cH:36][cH:37][c:38]([S:41][CH3:42])[cH:39][cH:40]3)[n:13][n:14]([C:16]([c:17]3[cH:18][cH:19][cH:20][cH:21][cH:22]3)([c:23]3[cH:24][cH:25][cH:26][cH:27][cH:28]3)[c:29]3[cH:30][cH:31][cH:32][cH:33][cH:34]3)[cH:15]1)[cH:9][cH:10]2.[O:44]1[CH2:45][CH2:46][CH2:47][CH2:48]1.[OH2:43]>>[I:1][c:2]1[cH:3][n:4][c:5]2[n:6]1[cH:7][c:8](-[c:11]1[c:12](-[c:35]3[cH:36][cH:37][c:38]([S:41]([CH3:42])(=[O:43])=[O:44])[cH:39][cH:40]3)[n:13][n:14]([C:16]([c:17]3[cH:18][cH:19][cH:20][cH:21][cH:22]3)([c:23]3[cH:24][cH:25][cH:26][cH:27][cH:28]3)[c:29]3[cH:30][cH:31][cH:32][cH:33][cH:34]3)[cH:15]1)[cH:9][cH:10]2. Starting materials: CN(C)C=O, [H-], CCCCI, Nc1ncc2cc(-c3c(Cl)cccc3Cl)c(=O)[nH]c2n1, [Na+], O. The product is CCCCn1c(=O)c(-c2c(Cl)cccc2Cl)cc2cnc(N)nc21. Reaction SMILES: [CH3:29][N:30]([CH3:31])[CH:32]=[O:33].[H-:2].[I:23][CH2:24][CH2:25][CH2:26][CH3:27].[NH2:3][c:4]1[n:5][cH:6][c:7]2[c:8]([n:9]1)[nH:10][c:11](=[O:22])[c:12](-[c:14]1[c:15]([Cl:21])[cH:16][cH:17][cH:18][c:19]1[Cl:20])[cH:13]2.[Na+:1].[OH2:28]>>[NH2:3][c:4]1[n:5][cH:6][c:7]2[c:8]([n:9]1)[n:10]([CH2:24][CH2:25][CH2:26][CH3:27])[c:11](=[O:22])[c:12](-[c:14]1[c:15]([Cl:21])[cH:16][cH:17][cH:18][c:19]1[Cl:20])[cH:13]2. Starting materials: BrC1=CC(=C(C=C1)CBr)CC (4-bromo-1-bromomethyl-2-ethyl-benzene), CNC (dimethylamine). The solvent is CO (MeOH). Reaction conditions: time 1 hour. The product is BrC1=CC(=C(CN(C)C)C=C1)CC ((4-Bromo-2-ethyl-benzyl)-dimethyl-amine). Reaction SMILES: [Br:1][C:2]1[CH:7]=[CH:6][C:5]([CH2:8]Br)=[C:4]([CH2:10][CH3:11])[CH:3]=1.[CH3:12][NH:13][CH3:14]>CO>[Br:1][C:2]1[CH:7]=[CH:6][C:5]([CH2:8][N:13]([CH3:14])[CH3:12])=[C:4]([CH2:10][CH3:11])[CH:3]=1. Procedure: To a solution of 4-bromo-1-bromomethyl-2-ethyl-benzene (1.12 g, 4.03 mmol) in MeOH (20 mL) was added dimethylamine (2.5 mL, 40% solution in water). The mixture was stirred for 1 hour, at which time the volatiles were removed in vacuo. The residue was dissolved in EtOAc, washed with H2O, dried over MgSO4, and concentrated to a clear oil (0.910 g, 93%). 1H NMR (300 MHz, CDCl3): δ 1.19 (t, J=7.5 Hz, 3 H), 2.21 (s, 6 H), 2.69 (q, J=7.5 Hz, 2 H), 3.32 (s, 2 H), 7.14 (m, 1 H), 7.28 (m, 2 H).